Dataset: the Open Reaction Database (ORD), a public repository of structured organic reaction records. Task: describe an organic reaction: reactants, conditions, products, and yield The reactants are [Li]CCCC, C1CCOC1, Brc1ccc(OCc2ccccc2)cc1, O=C1CCN(C(=O)OCc2ccccc2)CC1. Product: O=C(OCc1ccccc1)N1CCC(O)(c2ccc(OCc3ccccc3)cc2)CC1. RXN SMILES: [CH2:1]([Li:2])[CH2:3][CH2:4][CH3:5].[CH2:38]1[O:39][CH2:40][CH2:41][CH2:42]1.[CH2:6]([c:7]1[cH:8][cH:9][cH:10][cH:11][cH:12]1)[O:13][c:14]1[cH:15][cH:16][c:17]([Br:20])[cH:18][cH:19]1.[O:21]=[C:22]1[CH2:23][CH2:24][N:25]([C:28](=[O:29])[O:30][CH2:31][c:32]2[cH:33][cH:34][cH:35][cH:36][cH:37]2)[CH2:26][CH2:27]1>>[CH2:6]([c:7]1[cH:8][cH:9][cH:10][cH:11][cH:12]1)[O:13][c:14]1[cH:15][cH:16][c:17]([C:22]2([OH:21])[CH2:23][CH2:24][N:25]([C:28](=[O:29])[O:30][CH2:31][c:32]3[cH:33][cH:34][cH:35][cH:36][cH:37]3)[CH2:26][CH2:27]2)[cH:18][cH:19]1. Reactants: CN(C)C1CN(C(=O)c2noc(C(CCCC3CCCCC3)CC(=O)OC(C)(C)C)n2)C1, O=C(O)C(F)(F)F. Product: CN(C)C1CN(C(=O)c2noc(C(CCCC3CCCCC3)CC(=O)O)n2)C1. As a reaction SMILES: [CH:1]1([CH2:7][CH2:8][CH2:9][CH:10]([CH2:11][C:12](=[O:13])[O:14][C:15]([CH3:16])([CH3:17])[CH3:18])[c:19]2[n:20][c:21]([C:24](=[O:25])[N:26]3[CH2:27][CH:28]([N:30]([CH3:31])[CH3:32])[CH2:29]3)[n:22][o:23]2)[CH2:2][CH2:3][CH2:4][CH2:5][CH2:6]1.[OH:33][C:34]([C:35]([F:36])([F:37])[F:38])=[O:39]>>[CH:1]1([CH2:7][CH2:8][CH2:9][CH:10]([CH2:11][C:12](=[O:13])[OH:14])[c:19]2[n:20][c:21]([C:24](=[O:25])[N:26]3[CH2:27][CH:28]([N:30]([CH3:31])[CH3:32])[CH2:29]3)[n:22][o:23]2)[CH2:2][CH2:3][CH2:4][CH2:5][CH2:6]1. The reactants are CCCC[N+](CCCC)(CCCC)CCCC, Cc1ccccc1, Fc1cccc(CBr)c1, [K+], Nc1c2c(nc3ccccc13)CCCC2=O, [OH-], O=S(=O)([O-])O. The product is O=C1CCCc2nc3ccccc3c(NCc3cccc(F)c3)c21. As a reaction SMILES: [CH2:40]([N+:41]([CH2:42][CH2:43][CH2:44][CH3:45])([CH2:46][CH2:47][CH2:48][CH3:49])[CH2:50][CH2:51][CH2:52][CH3:53])[CH2:54][CH2:55][CH3:56].[CH3:28][c:29]1[cH:30][cH:31][cH:32][cH:33][cH:34]1.[F:19][c:20]1[cH:21][c:22]([CH2:23][Br:24])[cH:25][cH:26][cH:27]1.[K+:2].[NH2:3][c:4]1[c:5]2[cH:6][cH:7][cH:8][cH:9][c:10]2[n:11][c:12]2[c:17]1[C:16](=[O:18])[CH2:15][CH2:14][CH2:13]2.[OH-:1].[S:35]([O-:36])([OH:37])(=[O:38])=[O:39]>>[NH:3]([c:4]1[c:5]2[cH:6][cH:7][cH:8][cH:9][c:10]2[n:11][c:12]2[c:17]1[C:16](=[O:18])[CH2:15][CH2:14][CH2:13]2)[CH2:23][c:22]1[cH:21][c:20]([F:19])[cH:27][cH:26][cH:25]1. Reactants: FC1=CC(=C(C(=O)NC)C=C1)O (4-fluoro-2-hydroxy-N-methyl-benzamide), C([O-])([O-])=O.[Na+].[Na+] (sodium carbonate). Run in C=O (formaldehyde), C(=O)O (formic acid). Yields the product FC1=CC2=C(C(N(CO2)C)=O)C=C1 (7-Fluoro-3-methyl-2,3-dihydro-4H-1,3-benzoxazin-4-one). RXN SMILES: [F:1][C:2]1[CH:11]=[CH:10][C:5]([C:6]([NH:8][CH3:9])=[O:7])=[C:4]([OH:12])[CH:3]=1.[C:13](=O)([O-])[O-].[Na+].[Na+]>C=O.C(O)=O>[F:1][C:2]1[CH:11]=[CH:10][C:5]2[C:6](=[O:7])[N:8]([CH3:13])[CH2:9][O:12][C:4]=2[CH:3]=1 |f:1.2.3|. Procedure details: A mixture of 4-fluoro-2-hydroxy-N-methyl-benzamide (0.3 g, 1.77 mmol) in formaldehyde (37% aq. soln) (2 mL) and formic acid (2 mL) was refluxed for 1 hour then poured onto ice. The mixture was neutralised with sodium carbonate and extracted into chloroform (3×30 mL). The combined organics were dried (MgSO4), and reduced in vacuo to give a white solid which was chromatographed on silica, eluting with 10-50% ethyl acetate in isohexane to give the desired compound as a white solid (0.24 g). The reactants are NC=1C=C(CNC(C(F)(F)F)=O)C=CC1Cl (N-(3-amino-4-chlorobenzyl)-2,2,2-trifluoroacetamide), N(=O)[O-].[Na+] (NaNO2), Cl[Sn]Cl.O (SnCl2.H2O). Run in Cl (HCl), Cl (HCl). Conditions: temperature 2.5 celsius, time 30 minute. Yields the product ClC1=C(C=C(CNC(C(F)(F)F)=O)C=C1)NN (N-(4-chloro-3-hydrazinylbenzyl)-2,2,2-trifluoroacetamide). The yield is 15385.3%. As a reaction SMILES: [NH2:1][C:2]1[CH:3]=[C:4]([CH:13]=[CH:14][C:15]=1[Cl:16])[CH2:5][NH:6][C:7](=[O:12])[C:8]([F:11])([F:10])[F:9].[N:17]([O-])=O.[Na+].Cl[Sn]Cl.O>Cl>[Cl:16][C:15]1[CH:14]=[CH:13][C:4]([CH2:5][NH:6][C:7](=[O:12])[C:8]([F:9])([F:10])[F:11])=[CH:3][C:2]=1[NH:1][NH2:17] |f:1.2,3.4|. Reported procedure: To a cold solution of N-(3-amino-4-chlorobenzyl)-2,2,2-trifluoroacetamide (0.500 g, 0.017 mmol) in 6N HCl (50.0 mL), aqueous solution of NaNO2 (1.29 g, 0.018 mmol) was added at 0° C. and the reaction mass was stirred at 0-5° C. for 30 min. The reaction mass was added to a solution of SnCl2.H2O (22.18 g, 0.98 mmol) in 6N HCl at 0-5° C. and further continued stirring for 5-6 h at same temperature. The reaction mass was cooled, basified and extracted with DCM. The organic layer was separated, dried... Starting materials: C(=NC1CCCCC1)=NC1CCCCC1, Oc1c(F)c(F)c(F)c(F)c1F, C1CCOC1, O=C(O)CNC(=O)c1ccc(OCc2ccccc2)cc1. The product is O=C(CNC(=O)c1ccc(OCc2ccccc2)cc1)Oc1c(F)c(F)c(F)c(F)c1F. Reaction SMILES: [CH:1]1([N:2]=[C:3]=[N:4][CH:5]2[CH2:6][CH2:7][CH2:8][CH2:9][CH2:10]2)[CH2:11][CH2:12][CH2:13][CH2:14][CH2:15]1.[F:37][c:38]1[c:39]([F:48])[c:40]([F:47])[c:41]([F:46])[c:42]([F:45])[c:43]1[OH:44].[O:49]1[CH2:50][CH2:51][CH2:52][CH2:53]1.[c:16]1([CH2:22][O:23][c:24]2[cH:25][cH:26][c:27]([C:28](=[O:29])[NH:30][CH2:31][C:32](=[O:33])[OH:34])[cH:35][cH:36]2)[cH:17][cH:18][cH:19][cH:20][cH:21]1>>[c:16]1([CH2:22][O:23][c:24]2[cH:25][cH:26][c:27]([C:28](=[O:29])[NH:30][CH2:31][C:32]([O:33][c:43]3[c:38]([F:37])[c:39]([F:48])[c:40]([F:47])[c:41]([F:46])[c:42]3[F:45])=[O:34])[cH:35][cH:36]2)[cH:17][cH:18][cH:19][cH:20][cH:21]1.